Dataset: the Open Reaction Database (ORD), a public repository of structured organic reaction records. Task: describe an organic reaction: reactants, conditions, products, and yield The reactants are C(#N)C1(CC1)NC(=O)[C@H]1NC[C@@H](C1)S(=O)(=O)C1=C(C=CC=C1)OC(F)(F)F ((2S,4R)-N-(1-cyanocyclopropyl)-4-(2-(trifluoromethoxy)phenylsulfonyl)pyrrolidine-2-carboxamide), Cl.N1(CCCCC1)C1(CC1)C(=O)O (1-(piperidin-1-yl)cyclopropanecarboxylic acid hydrochloride). The product is C(#N)C1(CC1)NC(=O)[C@H]1N(C[C@@H](C1)S(=O)(=O)C1=C(C=CC=C1)OC(F)(F)F)C(=O)C1(CC1)N1CCCCC1 ((2S,4R)-N-(1-cyanocyclopropyl)-1-(1-(piperidin-1-yl)cyclopropanecarbonyl)-4-(2-(trifluoromethoxy)phenylsulfonyl)pyrrolidine-2-carboxamide). Yield: 61.0%. As a reaction SMILES: [C:1]([C:3]1([NH:6][C:7]([C@@H:9]2[CH2:13][C@@H:12]([S:14]([C:17]3[CH:22]=[CH:21][CH:20]=[CH:19][C:18]=3[O:23][C:24]([F:27])([F:26])[F:25])(=[O:16])=[O:15])[CH2:11][NH:10]2)=[O:8])[CH2:5][CH2:4]1)#[N:2].Cl.[N:29]1([C:35]2([C:38](O)=[O:39])[CH2:37][CH2:36]2)[CH2:34][CH2:33][CH2:32][CH2:31][CH2:30]1>>[C:1]([C:3]1([NH:6][C:7]([C@@H:9]2[CH2:13][C@@H:12]([S:14]([C:17]3[CH:22]=[CH:21][CH:20]=[CH:19][C:18]=3[O:23][C:24]([F:27])([F:25])[F:26])(=[O:16])=[O:15])[CH2:11][N:10]2[C:38]([C:35]2([N:29]3[CH2:34][CH2:33][CH2:32][CH2:31][CH2:30]3)[CH2:36][CH2:37]2)=[O:39])=[O:8])[CH2:4][CH2:5]1)#[N:2] |f:1.2|. Procedure: The reaction of (2S,4R)-N-(1-cyanocyclopropyl)-4-(2-(trifluoromethoxy)phenylsulfonyl)pyrrolidine-2-carboxamide 7D with 1-(piperidin-1-yl)cyclopropanecarboxylic acid hydrochloride 16A carried out according to the general procedure L yielded (2S,4R)-N-(1-cyanocyclopropyl)-1-(1-(piperidin-1-yl)cyclopropanecarbonyl)-4-(2-(trifluoromethoxy)phenylsulfonyl)pyrrolidine-2-carboxamide as a light yellow solid (61%). MS ISP (m/e): 555.3 (100) [(M+H)]+.